From a dataset of the Open Reaction Database (ORD), a public repository of structured organic reaction records. describe an organic reaction: reactants, conditions, products, and yield The reactants are CC(C)C[AlH]CC(C)C, COC(=O)C=Cn1c(C(C)C)nc(-c2ccc(F)cc2)c1-c1ccc(F)cc1. The product is CC(C)c1nc(-c2ccc(F)cc2)c(-c2ccc(F)cc2)n1C=CCO. Reaction SMILES: [CH3:29][CH:30]([CH2:31][AlH:32][CH2:33][CH:34]([CH3:35])[CH3:36])[CH3:37].[F:1][c:2]1[cH:3][cH:4][c:5](-[c:8]2[n:9][c:10]([CH:26]([CH3:27])[CH3:28])[n:11]([CH:20]=[CH:21][C:22](=[O:23])[O:24][CH3:25])[c:12]2-[c:13]2[cH:14][cH:15][c:16]([F:19])[cH:17][cH:18]2)[cH:6][cH:7]1>>[F:1][c:2]1[cH:3][cH:4][c:5](-[c:8]2[n:9][c:10]([CH:26]([CH3:27])[CH3:28])[n:11]([CH:20]=[CH:21][CH2:22][OH:23])[c:12]2-[c:13]2[cH:14][cH:15][c:16]([F:19])[cH:17][cH:18]2)[cH:6][cH:7]1.